This data is from the Open Reaction Database (ORD), a public repository of structured organic reaction records. The task is: describe an organic reaction: reactants, conditions, products, and yield Conditions: time 3 day. Procedure details: 50 g of 4-(4-nitro-3-hydroxy-2,5,6-trifluoro-phenoxy)-4'-(4-benzyloxycarbonylphenoxy)octafluoro-biphenyl prepared as described in Example 5 (0.069 mol) are dissolved in 600 ml of a mixture of tetrahydrofuran and ethyl acetate (volume ratio 1:1), and 5 g of Pd/C (palladium/carbon) are added to the solution. The mixture is then hydrogenated at room temperature in an autoclave with vigorous stirring using hydrogen at a pressure of 1 bar; after 3 days, the reaction is terminated. The orange solution... Starting materials: [N+](=O)([O-])C1=C(C(=C(OC2=C(C(=C(C(=C2F)F)C2=C(C(=C(C(=C2F)F)OC2=CC=C(C=C2)C(=O)OCC2=CC=CC=C2)F)F)F)F)C(=C1F)F)F)O (4-(4-nitro-3-hydroxy-2,5,6-trifluoro-phenoxy)-4'-(4-benzyloxycarbonylphenoxy)octafluoro-biphenyl), Example 5, [H][H] (hydrogen). Reaction SMILES: [N+:1]([C:4]1[C:47]([F:48])=[C:46]([F:49])[C:7]([O:8][C:9]2[C:14]([F:15])=[C:13]([F:16])[C:12]([C:17]3[C:22]([F:23])=[C:21]([F:24])[C:20]([O:25][C:26]4[CH:31]=[CH:30][C:29]([C:32]([O:34]CC5C=CC=CC=5)=[O:33])=[CH:28][CH:27]=4)=[C:19]([F:42])[C:18]=3[F:43])=[C:11]([F:44])[C:10]=2[F:45])=[C:6]([F:50])[C:5]=1[OH:51])([O-])=O.[H][H]>O1CCCC1.C(OCC)(=O)C.[Pd]>[NH2:1][C:4]1[C:47]([F:48])=[C:46]([F:49])[C:7]([O:8][C:9]2[C:10]([F:45])=[C:11]([F:44])[C:12]([C:17]3[C:22]([F:23])=[C:21]([F:24])[C:20]([O:25][C:26]4[CH:31]=[CH:30][C:29]([C:32]([OH:34])=[O:33])=[CH:28][CH:27]=4)=[C:19]([F:42])[C:18]=3[F:43])=[C:13]([F:16])[C:14]=2[F:15])=[C:6]([F:50])[C:5]=1[OH:51]. Run in mixture, O1CCCC1 (tetrahydrofuran), C(C)(=O)OCC (ethyl acetate). The reagents and catalysts are [Pd] (Pd/C). Product: NC1=C(C(=C(OC2=C(C(=C(C(=C2F)F)C2=C(C(=C(C(=C2F)F)OC2=CC=C(C=C2)C(=O)O)F)F)F)F)C(=C1F)F)F)O (4-(4-amino-3-hydroxy-2,5,6-trifluoro-phenoxy)-4'-(4-carboxyphenoxy)octafluoro-biphenyl). Yield: 93.0%. Reactants: [N+]1(=CC=C(C=C1)C(=O)O)[O-] (4-pyridinecarboxylic acid-1-oxide), C(=O)(N1C=NC=C1)N1C=NC=C1 (1,1'-Carbonyldiimidazole), ClC=1C=C(C=CC1Cl)N (3,4-dichlorobenzenamine). Solvent: CN(C=O)C (dimethylformamide). Run at time 40 minute. Yields the product ClC=1C=C(C=CC1Cl)NC(=O)C1=CC=[N+](C=C1)[O-] (N-(3,4-dichlorophenyl)-4-pyridinecarboxamide-1-oxide). Yield: 70.6%. As a reaction SMILES: [N+:1]1([O-:10])[CH:6]=[CH:5][C:4]([C:7]([OH:9])=O)=[CH:3][CH:2]=1.C(N1C=CN=C1)(N1C=CN=C1)=O.[Cl:23][C:24]1[CH:25]=[C:26]([NH2:31])[CH:27]=[CH:28][C:29]=1[Cl:30]>CN(C)C=O>[Cl:23][C:24]1[CH:25]=[C:26]([NH:31][C:7]([C:4]2[CH:3]=[CH:2][N+:1]([O-:10])=[CH:6][CH:5]=2)=[O:9])[CH:27]=[CH:28][C:29]=1[Cl:30]. Reported procedure: A suspension of 4-pyridinecarboxylic acid-1-oxide (3.74 g, 26.9 mmol) and 1,1'-Carbonyldiimidazole (4.80 g, 29.6 mmol) in dry dimethylformamide (50 ml) was stirred for 40 minutes under an air-lock and treated with 3,4-dichlorobenzenamine (4.79 g, 29.6 mmol). The reaction mixture was heated at 100° for 5.3 hours and cooled to room temperature. The solution was evaporated in vacuo and the residue triturated with ethanol (80 ml) to give the title compound (5.38 g), m.p. 259°-265°. The reactants are S(=O)(=O)(O[O-])[O-].[K+].[K+] (Potassium peroxymonosulfate), C(C)#N (acetonitrile), O (water), FC(C=1C=C(C=C(C1)C(F)(F)F)[C@@H]1[C@@H](N(C(O1)=O)CC1=NC(=NC=C1C=1C(=NC=C(C1)C(C)C)OC)SC)C)(F)F ((4S,5R)-5-[3,5-Bis(trifluoromethyl)phenyl]-3-{[5-(5-isopropyl-2-methoxypyridin-3-yl)-2-(methylthio)pyrimidin-4-yl]methyl}-4-methyl-1,3-oxazolidin-2-one), O (water). Run in C(C)(C)(C)OC (methyl t-butyl ether). Conditions: temperature 25 celsius, time 2 hour. Yields the product FC(C=1C=C(C=C(C1)C(F)(F)F)[C@@H]1[C@@H](N(C(O1)=O)CC1=NC(=NC=C1C=1C(=NC=C(C1)C(C)C)OC)S(=O)(=O)C)C)(F)F ((4S,5R)-5-[3,5-Bis(trifluoromethyl)phenyl]-3-{[5-(5-isopropyl-2-methoxypyridin-3-yl)-2-(methylsulfonyl)pyrimidin-4-yl]methyl}-4-methyl-1,3-oxazolidin-2-one). Reaction SMILES: [S:1]([O-:6])(O[O-])(=O)=[O:2].[K+].[K+].[C:9](#N)C.O.[F:13][C:14]([F:53])([F:52])[C:15]1[CH:16]=[C:17]([C@H:25]2[O:29][C:28](=[O:30])[N:27]([CH2:31][C:32]3[C:37]([C:38]4[C:39]([O:47][CH3:48])=[N:40][CH:41]=[C:42]([CH:44]([CH3:46])[CH3:45])[CH:43]=4)=[CH:36][N:35]=[C:34](SC)[N:33]=3)[C@H:26]2[CH3:51])[CH:18]=[C:19]([C:21]([F:24])([F:23])[F:22])[CH:20]=1>C(OC)(C)(C)C>[F:23][C:21]([F:22])([F:24])[C:19]1[CH:18]=[C:17]([C@H:25]2[O:29][C:28](=[O:30])[N:27]([CH2:31][C:32]3[C:37]([C:38]4[C:39]([O:47][CH3:48])=[N:40][CH:41]=[C:42]([CH:44]([CH3:45])[CH3:46])[CH:43]=4)=[CH:36][N:35]=[C:34]([S:1]([CH3:9])(=[O:6])=[O:2])[N:33]=3)[C@H:26]2[CH3:51])[CH:16]=[C:15]([C:14]([F:13])([F:53])[F:52])[CH:20]=1 |f:0.1.2|. Procedure details: Potassium peroxymonosulfate (4.08 g, 6.63 mmol) was added to an acetonitrile (12 mL) and water (8 mL) suspension of title compound from step A above (1.66 g, 2.76 mmol). This was then stirred for 2 hours at 25° C., at which time LCMS showed complete conversion to product. The reaction was diluted with methyl t-butyl ether (50 mL) and poured into water (100 mL). The organic layer was washed twice with 100 mL aqueous NaCl, then dried over sodium sulfate, filtered and the filtrate concentrated to g...